describe an organic reaction: reactants, conditions, products, and yield From a dataset of the Open Reaction Database (ORD), a public repository of structured organic reaction records. Starting materials: N([C@@H](C(C)C)C(=O)N1[C@H](C(=O)O)CCC1)C(=O)OC(C)(C)C (Boc-Val-Pro-OH), ON1N=NC2=C1C=CC=C2 (1-hydroxibenzotriazol), CC(C)N=C=NC(C)C (N,N-diisopropylcarbodiimide), C1=CN(C(=O)N=C1N)[C@H]2[C@H]([C@@H]([C@H](O2)CO)O)O (Ara-C). The solvent is CN(C=O)C (dimethylformamide). Conditions: time 8 hour. The product is N([C@@H](C(C)C)C(=O)N1[C@H](C(=O)O)CCC1)C(=O)OC(C)(C)C.C1=CN(C(=O)N=C1N)[C@H]2[C@H]([C@@H]([C@H](O2)CO)O)O (Boc-Val-Pro Ara-C). Yield: 21.0%. RXN SMILES: [NH:1]([C:16]([O:18][C:19]([CH3:22])([CH3:21])[CH3:20])=[O:17])[C@H:2]([C:6]([N:8]1[CH2:15][CH2:14][CH2:13][C@H:9]1[C:10]([OH:12])=[O:11])=[O:7])[CH:3]([CH3:5])[CH3:4].ON1C2C=CC=CC=2N=N1.CC(N=C=NC(C)C)C.[CH:42]1[C:48]([NH2:49])=[N:47][C:45](=[O:46])[N:44]([C@@H:50]2[O:54][C@H:53]([CH2:55][OH:56])[C@@H:52]([OH:57])[C@@H:51]2[OH:58])[CH:43]=1>CN(C)C=O>[NH:1]([C:16]([O:18][C:19]([CH3:21])([CH3:20])[CH3:22])=[O:17])[C@H:2]([C:6]([N:8]1[CH2:15][CH2:14][CH2:13][C@H:9]1[C:10]([OH:12])=[O:11])=[O:7])[CH:3]([CH3:5])[CH3:4].[CH:42]1[C:48]([NH2:49])=[N:47][C:45](=[O:46])[N:44]([C@@H:50]2[O:54][C@H:53]([CH2:55][OH:56])[C@@H:52]([OH:57])[C@@H:51]2[OH:58])[CH:43]=1 |f:5.6|. Reported procedure: A solution of Boc-Val-Pro-OH (94.5 mg, 0.30 mmol) in dimethylformamide (1.5 mL), was successively treated, at room temperature, with 1-hydroxibenzotriazol (40.5 mg, 0.30 mmol), N,N-diisopropylcarbodiimide (46.7 μL, 0.30 mmol) and Ara-C (60.9 mg, 0.25 mmol). The stirring was continued until complete disappearance of the starting material (overnight stirring). Then, the solvent was evaporated, the residue was dissolved in ethyl acetate and washed with citric acid (10%), NaHCO3 (10%) and brine. The...